From a dataset of the Open Reaction Database (ORD), a public repository of structured organic reaction records. describe an organic reaction: reactants, conditions, products, and yield Reactants: C(C)(=O)OCC (ethyl acetate), [H-].[Al+3].[Li+].[H-].[H-].[H-] (lithium aluminium hydride), C(C)OCC (diethyl ether), NC=1C=C(C(=O)OC)C=C(C1CC1=CC=CC=C1)S(N)(=O)=O (methyl 3-amino-4-benzyl-5-sulfamylbenzoate). Run in N1=CC=CC=C1 (pyridine), O (water). Conditions: time 3 hour. Yields the product NC=1C=C(CO)C=C(C1CC1=CC=CC=C1)S(N)(=O)=O (3-Amino-4-benzyl-5-sulfamylbenzyl alcohol). RXN SMILES: [H-].[Al+3].[Li+].[H-].[H-].[H-].C(OCC)C.[NH2:12][C:13]1[CH:14]=[C:15]([CH:20]=[C:21]([S:30](=[O:33])(=[O:32])[NH2:31])[C:22]=1[CH2:23][C:24]1[CH:29]=[CH:28][CH:27]=[CH:26][CH:25]=1)[C:16](OC)=[O:17].C(OCC)(=O)C>N1C=CC=CC=1.O>[NH2:12][C:13]1[CH:14]=[C:15]([CH:20]=[C:21]([S:30](=[O:33])(=[O:32])[NH2:31])[C:22]=1[CH2:23][C:24]1[CH:29]=[CH:28][CH:27]=[CH:26][CH:25]=1)[CH2:16][OH:17] |f:0.1.2.3.4.5|. Procedure: To a stirred mixture of lithium aluminium hydride (12 g) and dry diethyl ether (350 ml), a solution of methyl 3-amino-4-benzyl-5-sulfamylbenzoate (30 g) in dry pyridine (300 ml) is dropwise added during 1-1.5 hours. After additional stirring for 3 hours, the mixture is cooled and ethyl acetate (25 ml) followed by water (50 ml) are very cautiously added dropwise. After stirring for a further 30 minutes, the solids are collected by filtration and dried in air. The filter cake is treated with hot 4... Starting materials: CCN(CC1CCN(Cc2ccccc2)CC1)C(=O)c1cc(-c2ccccc2)nc2ccccc12, CC(=O)[O-], CCO, Cl, [Na+]. The product is CCN(CC1CCNCC1)C(=O)c1cc(-c2ccccc2)nc2ccccc12. As a reaction SMILES: [CH2:1]([CH3:2])[N:3]([C:4](=[O:5])[c:6]1[cH:7][c:8](-[c:16]2[cH:17][cH:18][cH:19][cH:20][cH:21]2)[n:9][c:10]2[cH:11][cH:12][cH:13][cH:14][c:15]12)[CH2:22][CH:23]1[CH2:24][CH2:25][N:26]([CH2:29][c:30]2[cH:31][cH:32][cH:33][cH:34][cH:35]2)[CH2:27][CH2:28]1.[CH3:37][C:38](=[O:39])[O-:40].[CH3:41][CH2:42][OH:43].[ClH:44].[Na+:36]>>[CH2:1]([CH3:2])[N:3]([C:4](=[O:5])[c:6]1[cH:7][c:8](-[c:16]2[cH:17][cH:18][cH:19][cH:20][cH:21]2)[n:9][c:10]2[cH:11][cH:12][cH:13][cH:14][c:15]12)[CH2:22][CH:23]1[CH2:24][CH2:25][NH:26][CH2:27][CH2:28]1. Reactants: ethyl acetate petroleum ether, C1(=CC=CC=C1)C(C)C=1C=NC(=NC1)N1CCNCC1 (5-(1-phenylethyl)-2-(piperazin-1-yl)pyrimidine), CO.ClCCl (methanol dichloromethane), BrC=1C=NC(=NC1)N1CCN(CC1)C(=O)OC(C)(C)C (tert-butyl 4-(5-bromopyrimidin-2-yl)piperazine-1-carboxylate), [Br-].C1(=CC=CC=C1)C(C)[Zn+] ((1-phenylethyl)zinc(II) bromide). The reagents and catalysts are C=1C=CC(=CC1)[P](C=2C=CC=CC2)(C=3C=CC=CC3)[Pd]([P](C=4C=CC=CC4)(C=5C=CC=CC5)C=6C=CC=CC6)([P](C=7C=CC=CC7)(C=8C=CC=CC8)C=9C=CC=CC9)[P](C=1C=CC=CC1)(C=1C=CC=CC1)C=1C=CC=CC1 (tetrakis(triphenylphosphine)palladium). Solvent: C1CCOC1 (THF), C1CCOC1 (THF). Reaction conditions: temperature 70 celsius, time 8 hour. Yields the product C1(=CC=CC=C1)C(C)C=1C=NC(=NC1)N1CCN(CC1)C(=O)OC(C)(C)C (tert-butyl 4-(5-(1-phenylethyl)pyrimidin-2-yl)piperazine-1-carboxylate). Yield: 23.0%. Reaction SMILES: Br[C:2]1[CH:3]=[N:4][C:5]([N:8]2[CH2:13][CH2:12][N:11]([C:14]([O:16][C:17]([CH3:20])([CH3:19])[CH3:18])=[O:15])[CH2:10][CH2:9]2)=[N:6][CH:7]=1.[Br-].[C:22]1([CH:28]([Zn+])[CH3:29])[CH:27]=[CH:26][CH:25]=[CH:24][CH:23]=1.C1(C(C2C=NC(N3CCNCC3)=NC=2)C)C=CC=CC=1.CO.ClCCl>C1COCC1.C1C=CC([P]([Pd]([P](C2C=CC=CC=2)(C2C=CC=CC=2)C2C=CC=CC=2)([P](C2C=CC=CC=2)(C2C=CC=CC=2)C2C=CC=CC=2)[P](C2C=CC=CC=2)(C2C=CC=CC=2)C2C=CC=CC=2)(C2C=CC=CC=2)C2C=CC=CC=2)=CC=1>[C:22]1([CH:28]([C:2]2[CH:3]=[N:4][C:5]([N:8]3[CH2:13][CH2:12][N:11]([C:14]([O:16][C:17]([CH3:20])([CH3:19])[CH3:18])=[O:15])[CH2:10][CH2:9]3)=[N:6][CH:7]=2)[CH3:29])[CH:27]=[CH:26][CH:25]=[CH:24][CH:23]=1 |f:1.2,4.5,^1:64,66,85,104|. Procedure details: To a solution of tert-butyl 4-(5-bromopyrimidin-2-yl)piperazine-1-carboxylate (4.1 g, 12.0 mmol) and tetrakis(triphenylphosphine)palladium (708 mg, 1.0 mmol) in THF (80 mL, dry) was added dropwise a solution of (1-phenylethyl)zinc(II) bromide in THF (20 mL, 1 M, 20 mmol) under nitrogen atmosphere, and the mixture was stirred at 70° C. overnight. The reaction mixture was cooled to RT and filtered through a pad of Celite. The filtration was concentrated and purified by silica gel chromatography to... The reactants are BrC=1C=C(SC1)CN1CCOCC1 (4-(4-Bromo-thiophen-2-ylmethyl)-morpholine), B1(OC(C(O1)(C)C)(C)C)B2OC(C(O2)(C)C)(C)C (bis(pinacolato)diboron), CC(=O)[O-].[K+] (KOAc), NC1=NC=C(C2=C1C=C(S2)Br)C(=O)N (4-amino-2-bromo-thieno[3,2-c]pyridine-7-carboxylic acid amide), C(=O)([O-])[O-].[Na+].[Na+] (Na2CO3), aqueous solution. Reagents/catalysts: C=1C=CC(=CC1)[P](C=2C=CC=CC2)(C=3C=CC=CC3)[Pd]([P](C=4C=CC=CC4)(C=5C=CC=CC5)C=6C=CC=CC6)([P](C=7C=CC=CC7)(C=8C=CC=CC8)C=9C=CC=CC9)[P](C=1C=CC=CC1)(C=1C=CC=CC1)C=1C=CC=CC1 (Pd(PPh3)4), C=1C=CC(=CC1)[P](C=2C=CC=CC2)(C=3C=CC=CC3)[Pd]([P](C=4C=CC=CC4)(C=5C=CC=CC5)C=6C=CC=CC6)([P](C=7C=CC=CC7)(C=8C=CC=CC8)C=9C=CC=CC9)[P](C=1C=CC=CC1)(C=1C=CC=CC1)C=1C=CC=CC1 (Pd(PPh3)4). The solvent is CN(C)C=O (DMF). Conditions: temperature 120 celsius. Product: NC1=NC=C(C2=C1C=C(S2)CN2CCOCC2)C(=O)N (4-Amino-2-morpholin-4-ylmethyl-thieno[3,2-c]pyridine-7-carboxylic acid amide). Isolated yield 83.3%. RXN SMILES: Br[C:2]1[CH:3]=[C:4]([CH2:7][N:8]2[CH2:13][CH2:12][O:11][CH2:10][CH2:9]2)[S:5][CH:6]=1.B1(B2OC(C)(C)C(C)(C)O2)OC(C)(C)C(C)(C)O1.CC([O-])=O.[K+].[NH2:37][C:38]1C2C=C(Br)SC=2[C:41]([C:48]([NH2:50])=[O:49])=[CH:40][N:39]=1.C([O-])([O-])=O.[Na+].[Na+]>CN(C=O)C.C1C=CC([P]([Pd]([P](C2C=CC=CC=2)(C2C=CC=CC=2)C2C=CC=CC=2)([P](C2C=CC=CC=2)(C2C=CC=CC=2)C2C=CC=CC=2)[P](C2C=CC=CC=2)(C2C=CC=CC=2)C2C=CC=CC=2)(C2C=CC=CC=2)C2C=CC=CC=2)=CC=1>[NH2:37][C:38]1[C:2]2[CH:3]=[C:4]([CH2:7][N:8]3[CH2:13][CH2:12][O:11][CH2:10][CH2:9]3)[S:5][C:6]=2[C:41]([C:48]([NH2:50])=[O:49])=[CH:40][N:39]=1 |f:2.3,5.6.7,^1:65,67,86,105|. Procedure: To a mixture of 4-(4-bromo-thiophen-2-ylmethyl)-morpholine 64 (173 mg, 0.66 mmol), bis(pinacolato)diboron (352 mg, 1.39 mmol.), Pd(PPh3)4 (76 mg, 0.07 mmol) and KOAc (194 mg, 2.0 mmol) was added degassed DMF (5 mL). The reaction mixture was heated at 120° C. under N2 for 2 h and then cooled down to room temperature. A solution of 4-amino-2-bromo-thieno[3,2-c]pyridine-7-carboxylic acid amide 17 (150 mg, 0.55 mmol), Pd(PPh3)4 (69 mg, 0.06 mmol) and Na2CO3 (1.0 mL of a 2M aqueous solution, 3.3 mmol... The reactants are NC1(CCCCC1)COC(C1=CC=CC=C1)C1=CC=CC=C1 (1-amino-1-diphenylmethoxymethylcyclohexane), COC1=CC=C(CCBr)C=C1 (4-methoxyphenethyl bromide). The product is C1(=CC=CC=C1)C(OCC1(CCCCC1)NCCC1=CC=C(C=C1)OC)C1=CC=CC=C1 (1-Diphenylmethoxymethyl-1-(4-methoxyphenethylamino)cyclohexane), oil. The yield is 68.0%. Reaction SMILES: [NH2:1][C:2]1([CH2:8][O:9][CH:10]([C:17]2[CH:22]=[CH:21][CH:20]=[CH:19][CH:18]=2)[C:11]2[CH:16]=[CH:15][CH:14]=[CH:13][CH:12]=2)[CH2:7][CH2:6][CH2:5][CH2:4][CH2:3]1.[CH3:23][O:24][C:25]1[CH:33]=[CH:32][C:28]([CH2:29][CH2:30]Br)=[CH:27][CH:26]=1>>[C:11]1([CH:10]([C:17]2[CH:22]=[CH:21][CH:20]=[CH:19][CH:18]=2)[O:9][CH2:8][C:2]2([NH:1][CH2:30][CH2:29][C:28]3[CH:32]=[CH:33][C:25]([O:24][CH3:23])=[CH:26][CH:27]=3)[CH2:7][CH2:6][CH2:5][CH2:4][CH2:3]2)[CH:16]=[CH:15][CH:14]=[CH:13][CH:12]=1. Reported procedure: The title compound was prepared as described in Example 1 using 1-amino-1-diphenylmethoxymethylcyclohexane (see Preparation 3) and 4-methoxyphenethyl bromide. The title compound was obtained as a colourless oil (0.88 g, 68%) which was characterised from its 1H-n.m.r. spectrum. Reactants: O=C([O-])[O-], COC(=O)c1cc(C=O)ccc1OS(=O)(=O)C(F)(F)F, Cc1ccccc1, CC(=O)N1Cc2cc(B3OC(C)(C)C(C)(C)O3)ccc2C=Cc2cc(Cl)ccc21, [Na+], [Na+], O, c1ccc(P(c2ccccc2)(c2ccccc2)[Pd](P(c2ccccc2)(c2ccccc2)c2ccccc2)(P(c2ccccc2)(c2ccccc2)c2ccccc2)P(c2ccccc2)(c2ccccc2)c2ccccc2)cc1. Yields the product COC(=O)c1cc(C=O)ccc1-c1ccc2c(c1)CN(C(C)=O)c1ccc(Cl)cc1C=C2. As a reaction SMILES: [C:57](=[O:58])([O-:59])[O-:60].[CH3:30][O:31][C:32]([c:33]1[c:34]([O:41][S:42]([C:43]([F:44])([F:45])[F:46])(=[O:47])=[O:48])[cH:35][cH:36][c:37]([CH:39]=[O:40])[cH:38]1)=[O:49].[CH3:50][c:51]1[cH:52][cH:53][cH:54][cH:55][cH:56]1.[Cl:1][c:2]1[cH:3][c:4]2[c:5]([cH:28][cH:29]1)[N:6]([C:25]([CH3:26])=[O:27])[CH2:7][c:8]1[c:9]([cH:12][cH:13][c:14]([B:16]3[O:17][C:18]([CH3:19])([CH3:20])[C:21]([CH3:22])([CH3:23])[O:24]3)[cH:15]1)[CH:10]=[CH:11]2.[Na+:61].[Na+:62].[OH2:140].[cH:63]1[cH:64][cH:65][c:66]([P:67]([Pd:68]([P:69]([c:70]2[cH:71][cH:72][cH:73][cH:74][cH:75]2)([c:76]2[cH:77][cH:78][cH:79][cH:80][cH:81]2)[c:82]2[cH:83][cH:84][cH:85][cH:86][cH:87]2)([P:88]([c:89]2[cH:90][cH:91][cH:92][cH:93][cH:94]2)([c:95]2[cH:96][cH:97][cH:98][cH:99][cH:100]2)[c:101]2[cH:102][cH:103][cH:104][cH:105][cH:106]2)[P:107]([c:108]2[cH:109][cH:110][cH:111][cH:112][cH:113]2)([c:114]2[cH:115][cH:116][cH:117][cH:118][cH:119]2)[c:120]2[cH:121][cH:122][cH:123][cH:124][cH:125]2)([c:126]2[cH:127][cH:128][cH:129][cH:130][cH:131]2)[c:132]2[cH:133][cH:134][cH:135][cH:136][cH:137]2)[cH:138][cH:139]1>>[Cl:1][c:2]1[cH:3][c:4]2[c:5]([cH:28][cH:29]1)[N:6]([C:25]([CH3:26])=[O:27])[CH2:7][c:8]1[c:9]([cH:12][cH:13][c:14](-[c:34]3[c:33]([C:32]([O:31][CH3:30])=[O:49])[cH:38][c:37]([CH:39]=[O:40])[cH:36][cH:35]3)[cH:15]1)[CH:10]=[CH:11]2. As a reaction SMILES: [CH:1]12[CH2:7][CH:4]([CH2:5][CH2:6]1)[CH:3]=[CH:2]2.[C:8]([OH:11])(=[O:10])[CH3:9]>>[C:8]([O:11][C:1]12[CH2:7][CH:4]([CH2:5][CH2:6]1)[CH2:3][CH2:2]2)(=[O:10])[CH3:9]. The reactants are C12C=CC(CC1)C2 (norbornene), C(C)(=O)O (acetic acid), zeolite. Isolated yield 95.0%. Conditions: time 5.5 hour. Product: C(C)(=O)OC12CCC(CC1)C2 (norbornyl acetate). Reported procedure: To illustrate reaction of a cycloolefin in the process, a mixture of norbornene (bicyclo [2.2.1]-2-heptene) and acetic acid was reacted over HZSM-12 zeolite. The reaction was carried out on a steam bath at about 100° C. for 5.5 hours. The addition product, norbornyl acetate, was formed in about 95% yield.